Dataset: the Open Reaction Database (ORD), a public repository of structured organic reaction records. Task: describe an organic reaction: reactants, conditions, products, and yield Starting materials: O=C([O-])O, CCOC(OCC)c1ccccc1, CN(C)C=O, [Na+], OCCC1(C(CO)CO)CCCCC1, Cc1ccc(S(=O)(=O)O)cc1, c1cc[nH+]cc1. Product: OCCC1(C2COC(c3ccccc3)OC2)CCCCC1. As a reaction SMILES: [C:45](=[O:46])([OH:47])[O-:48].[CH2:15]([O:16][CH:18]([O:17][CH2:25][CH3:26])[c:19]1[cH:20][cH:21][cH:22][cH:23][cH:24]1)[CH3:27].[CH3:50][N:51]([CH3:52])[CH:53]=[O:54].[Na+:49].[OH:1][CH2:2][CH2:3][C:4]1([CH:10]([CH2:11][OH:12])[CH2:13][OH:14])[CH2:5][CH2:6][CH2:7][CH2:8][CH2:9]1.[c:34]1([CH3:35])[cH:36][cH:37][c:38]([S:39]([OH:40])(=[O:41])=[O:42])[cH:43][cH:44]1.[nH+:28]1[cH:29][cH:30][cH:31][cH:32][cH:33]1>>[OH:1][CH2:2][CH2:3][C:4]1([CH:10]2[CH2:11][O:12][CH:18]([c:19]3[cH:20][cH:21][cH:22][cH:23][cH:24]3)[O:14][CH2:13]2)[CH2:5][CH2:6][CH2:7][CH2:8][CH2:9]1. The reactants are NC1=C(C(=O)N)C(=CC(=C1)OC)OC (2-amino-4,6-dimethoxybenzamide), C(=O)C1=CC=C(C=C1)N1CC(CC1)N(C(C)=O)C (N-(1-(4-formylphenyl)pyrrolidin-3-yl)-N-methylacetamide), OS(=O)[O-].[Na+] (NaHSO3), CC=1C=CC(=CC1)S(=O)(=O)O (p-TsOH). Solvent: CC(=O)N(C)C (DMA), C(Cl)Cl (CH2Cl2). Reaction conditions: temperature 150 celsius. Yields the product COC1=C2C(NC(=NC2=CC(=C1)OC)C1=CC=C(C=C1)N1CC(CC1)N(C(C)=O)C)=O (N-(1-(4-(5,7-dimethoxy-4-oxo-3,4-dihydroquinazolin-2-yl)phenyl)pyrrolidin-3-yl)-N-methylacetamide). Yield: 87.2%. Reaction SMILES: [NH2:1][C:2]1[CH:10]=[C:9]([O:11][CH3:12])[CH:8]=[C:7]([O:13][CH3:14])[C:3]=1[C:4]([NH2:6])=[O:5].[CH:15]([C:17]1[CH:22]=[CH:21][C:20]([N:23]2[CH2:27][CH2:26][CH:25]([N:28]([CH3:32])[C:29](=[O:31])[CH3:30])[CH2:24]2)=[CH:19][CH:18]=1)=O.OS([O-])=O.[Na+].CC1C=CC(S(O)(=O)=O)=CC=1>CC(N(C)C)=O.C(Cl)Cl>[CH3:14][O:13][C:7]1[CH:8]=[C:9]([O:11][CH3:12])[CH:10]=[C:2]2[C:3]=1[C:4](=[O:5])[NH:6][C:15]([C:17]1[CH:18]=[CH:19][C:20]([N:23]3[CH2:27][CH2:26][CH:25]([N:28]([CH3:32])[C:29](=[O:31])[CH3:30])[CH2:24]3)=[CH:21][CH:22]=1)=[N:1]2 |f:2.3|. Procedure details: A solution of 2-amino-4,6-dimethoxybenzamide (0.797 g, 4.07 mmol) and N-(1-(4-formylphenyl)pyrrolidin-3-yl)-N-methylacetamide (1.0 g, 4.07 mmol) in DMA (75 mL) was treated with NaHSO3 (0.466 g, 4.5 mmol) and p-TsOH (0.078 g, 0.41 mmol). The mixture was heated at 150° C. for 15 hours, cooled to room temperature, diluted with CH2Cl2 (200 mL), and washed with saturated NaHCO3 (100 mL) and water (200 mL). The organic phase was dried over anhydrous MgSO4, filtered, and concentrated. The residue was p... The reactants are NC=1C=CC=2C=3C(=CNC2C1)C(N(N3)C3=CC=CC=C3)=O (7-Amino-2-phenyl-2,5-dihydro-pyrazolo-[4,3-c]quinolin-3-one), COC1=CC=C(C=C1)N1N=C2C(=CNC=3C=C(C=CC23)[N+](=O)[O-])C1=O (2-(4′-Methoxyphenyl)-7-nitro-2,5-dihydro-pyrazolo-(4,3-c)quinolin-3-one). Product: NC=1C=CC=2C=3C(=CNC2C1)C(N(N3)C3=CC=C(C=C3)OC)=O (7-amino-2-(4′-Methoxyphenyl)-2,5-dihydro-pyrazolo-[4,3-c]quinolin-3-one). RXN SMILES: NC1C=CC2C3C(C(=O)N(C4C=CC=CC=4)N=3)=CNC=2C=1.[CH3:22][O:23][C:24]1[CH:29]=[CH:28][C:27]([N:30]2[C:45](=[O:46])[C:33]3=[CH:34][NH:35][C:36]4[CH:37]=[C:38]([N+:42]([O-])=O)[CH:39]=[CH:40][C:41]=4[C:32]3=[N:31]2)=[CH:26][CH:25]=1>>[NH2:42][C:38]1[CH:39]=[CH:40][C:41]2[C:32]3[C:33]([C:45](=[O:46])[N:30]([C:27]4[CH:28]=[CH:29][C:24]([O:23][CH3:22])=[CH:25][CH:26]=4)[N:31]=3)=[CH:34][NH:35][C:36]=2[CH:37]=1. Procedure details: The title compound was prepared following the procedure described for 13a using 12c. 1H-NMR (DMSO-d6) δ (ppm): 6.74 (1H, d, J=2.20 Hz) 6.79 (1H, dd, J=8.79, 2.19 Hz), 7.42 (1H, d, J=8.79 Hz), 7.43 (1H, q, J=5.22 Hz), 7.86 (1H, d, J=8.51 Hz), 8.20 (1H, d, J=9.06 Hz), 8.21 (1H, q, J=5.21 Hz), 8.47 (1H, d, J=6.32 Hz). m/z 307.3 (MH+). Starting materials: [O-]S(=O)(=O)[O-].[Na+].[Na+] (Na2SO4), C(C)OC(=O)C1NC2=CC=CC=C2CC1 (1,2,3,4-Tetrahydroquinoline-2-carboxylic acid ethyl ester), [H-].[H-].[H-].[H-].[Li+].[Al+3] (LAH). Solvent: C1CCOC1 (THF), C1CCOC1 (THF). Run at time 1 hour. Product: N1C(CCC2=CC=CC=C12)CO ((1,2,3,4-Tetrahydroquinolin-2-yl)methanol). Reaction SMILES: C([O:3][C:4]([CH:6]1[CH2:15][CH2:14][C:13]2[C:8](=[CH:9][CH:10]=[CH:11][CH:12]=2)[NH:7]1)=O)C.[H-].[H-].[H-].[H-].[Li+].[Al+3].[O-]S([O-])(=O)=O.[Na+].[Na+]>C1COCC1>[NH:7]1[C:8]2[C:13](=[CH:12][CH:11]=[CH:10][CH:9]=2)[CH2:14][CH2:15][CH:6]1[CH2:4][OH:3] |f:1.2.3.4.5.6,7.8.9|. Procedure details: 1,2,3,4-Tetrahydroquinoline-2-carboxylic acid ethyl ester (4.75 g, 25 mmol) in THF (5 ml/mmol) was added dropwise at 0° C. to a suspension of LAH (2 eq.) in THF (50 ml). The reaction mixture was stirred for 1 h at RT and then heated for 4 h under reflux. After addition of saturated aqueous Na2SO4 solution, filtration was carried out and the organic solvent was removed in vacuo. The product was purified by column chromatography (silica gel, ethyl acetate/hexane 3:7). The reactants are C(C)OC(C(CC1=CC=C(C=C1)CCN(CCCCCCC)C(=O)OC(C)(C)C)O)=O (3-{4-[2-(tert-butoxycarbonyl-heptyl-amino)-ethyl]-phenyl}-2-hydroxy-propionic acid ethyl ester), CI (methyl iodide). The product is COC(C(CC1=CC=C(C=C1)CCN(CCCCCCC)C(=O)OC(C)(C)C)OC)=O (3-{4-[2-(tert-butoxycarbonyl-heptyl-amino)-ethyl]-phenyl}-2-methoxy-propionic acid methyl ester). Reaction SMILES: [CH2:1]([O:3][C:4](=[O:31])[CH:5]([OH:30])[CH2:6][C:7]1[CH:12]=[CH:11][C:10]([CH2:13][CH2:14][N:15]([C:23]([O:25][C:26]([CH3:29])([CH3:28])[CH3:27])=[O:24])[CH2:16][CH2:17][CH2:18][CH2:19][CH2:20][CH2:21][CH3:22])=[CH:9][CH:8]=1)C.[CH3:32]I>>[CH3:1][O:3][C:4](=[O:31])[CH:5]([O:30][CH3:32])[CH2:6][C:7]1[CH:8]=[CH:9][C:10]([CH2:13][CH2:14][N:15]([C:23]([O:25][C:26]([CH3:27])([CH3:29])[CH3:28])=[O:24])[CH2:16][CH2:17][CH2:18][CH2:19][CH2:20][CH2:21][CH3:22])=[CH:11][CH:12]=1. Procedure details: Synthesized from 3-{4-[2-(tert-butoxycarbonyl-heptyl-amino)-ethyl]-phenyl}-2-hydroxy-propionic acid ethyl ester using a procedure analogous to that used for Example 47 and substituting methyl iodide as the electrophile to give 3-{4-[2-(tert-butoxycarbonyl-heptyl-amino)-ethyl]-phenyl}-2-methoxy-propionic acid methyl ester as a clear oil containing a mixture of methyl and ethyl ester (48 mg, 18%). RXN SMILES: Cl[C:2]1[C:11]2[C:6](=[CH:7][CH:8]=[C:9]([CH3:12])[CH:10]=2)[N:5]=[C:4]([N:13]2[CH2:19][C:18]3[CH:20]=[CH:21][CH:22]=[CH:23][C:17]=3[S:16](=[O:25])(=[O:24])[CH2:15][CH2:14]2)[CH:3]=1.[CH3:26][O:27][CH2:28][CH2:29][NH:30][CH2:31][CH2:32][NH2:33]>>[O:24]=[S:16]1(=[O:25])[C:17]2[CH:23]=[CH:22][CH:21]=[CH:20][C:18]=2[CH2:19][N:13]([C:4]2[CH:3]=[C:2]([NH:33][CH2:32][CH2:31][NH:30][CH2:29][CH2:28][O:27][CH3:26])[C:11]3[C:6](=[CH:7][CH:8]=[C:9]([CH3:12])[CH:10]=3)[N:5]=2)[CH2:14][CH2:15]1. Reactants: Example 3-1 1, ClC1=CC(=NC2=CC=C(C=C12)C)N1CCS(C2=C(C1)C=CC=C2)(=O)=O (4-(4-chloro-6-methylquinolin-2-yl)-2,3,4,5-tetrahydro-1,4-benzothiazepine 1,1-dioxide), COCCNCCN (N-(2-methoxyethyl)ethane-1,2-diamine). Product: O=S1(CCN(CC2=C1C=CC=C2)C2=NC1=CC=C(C=C1C(=C2)NCCNCCOC)C)=O (N-[2-(1,1-Dioxido-2,3-dihydro-1,4-benzothiazepin-4(5H)-yl)-6-methylquinolin-4-yl]-N′-(2-methoxyethyl)ethane-1,2-diamine). Reported procedure: The title compound was prepared in analogy to Example 3-1 1 in Scheme 5 by using 4-(4-chloro-6-methylquinolin-2-yl)-2,3,4,5-tetrahydro-1,4-benzothiazepine 1,1-dioxide (prepared in analogy to the one in Example 2-1) and N-(2-methoxyethyl)ethane-1,2-diamine. MS obsd. (ESI+) [(M+H)+] 455, 1H NMR (400 MHz, CD3OD) δ ppm 8.06-8.04 (d, J=7.6 Hz, 1 H), 7.88-7.86 (m, 2 H), 7.73-7.70 (m, 2 H), 7.59-7.56 (m, 2 H), 6.01 (s, 1 H), 5.33 (s, 2 H), 4.55 (s, 2 H), 3.88-3.78 (m, 2 H), 3.72 (s, 2 H), 3.67-3.65 (t,...